From a dataset of the Open Reaction Database (ORD), a public repository of structured organic reaction records. describe an organic reaction: reactants, conditions, products, and yield Starting materials: CCCCCCCCCCCCCCOc1ccc(CBr)cc1, CC(=O)NCc1ccncc1. Product: CCCCCCCCCCCCCCOc1ccc(CN(Cc2ccncc2)C(C)=O)cc1. Reaction SMILES: [Br:1][CH2:2][c:3]1[cH:4][cH:5][c:6]([O:9][CH2:10][CH2:11][CH2:12][CH2:13][CH2:14][CH2:15][CH2:16][CH2:17][CH2:18][CH2:19][CH2:20][CH2:21][CH2:22][CH3:23])[cH:7][cH:8]1.[n:24]1[cH:25][cH:26][c:27]([CH2:30][NH:31][C:32]([CH3:33])=[O:34])[cH:28][cH:29]1>>[CH2:2]([c:3]1[cH:4][cH:5][c:6]([O:9][CH2:10][CH2:11][CH2:12][CH2:13][CH2:14][CH2:15][CH2:16][CH2:17][CH2:18][CH2:19][CH2:20][CH2:21][CH2:22][CH3:23])[cH:7][cH:8]1)[N:31]([CH2:30][c:27]1[cH:26][cH:25][n:24][cH:29][cH:28]1)[C:32]([CH3:33])=[O:34]. The reactants are FC1=CC=C(C=C1)C(O)(C1CCNCC1)C1=CC=C(C=C1)F ([α,α-bis(p-fluorophenyl)]-4-piperidinemethanol), ClCCCCCCOC1=C(C=C(C=C1)C(C)=O)OC (1-[4-(6-chlorohexoxy)-3-methoxyphenyl]ethanone), C([O-])([O-])=O.[Na+].[Na+] (sodium carbonate). Reagents/catalysts: [I-].[K+] (potassium iodide). The solvent is C(CCC)O (butanol). Yields the product FC1=CC=C(C=C1)C(C1CCN(CC1)CCCCCCOC1=C(C=C(C=C1)C(C)=O)OC)(O)C1=CC=C(C=C1)F (1-[4-[6-[4-[Bis(4-fluorophenyl)hydroxymethyl]-1-piperidinyl]hexyloxy]-3-methoxyphenyl]ethanone). Reaction SMILES: [F:1][C:2]1[CH:7]=[CH:6][C:5]([C:8]([C:16]2[CH:21]=[CH:20][C:19]([F:22])=[CH:18][CH:17]=2)([CH:10]2[CH2:15][CH2:14][NH:13][CH2:12][CH2:11]2)[OH:9])=[CH:4][CH:3]=1.Cl[CH2:24][CH2:25][CH2:26][CH2:27][CH2:28][CH2:29][O:30][C:31]1[CH:36]=[CH:35][C:34]([C:37](=[O:39])[CH3:38])=[CH:33][C:32]=1[O:40][CH3:41].C(=O)([O-])[O-].[Na+].[Na+]>[I-].[K+].C(O)CCC>[F:1][C:2]1[CH:7]=[CH:6][C:5]([C:8]([C:16]2[CH:17]=[CH:18][C:19]([F:22])=[CH:20][CH:21]=2)([OH:9])[CH:10]2[CH2:11][CH2:12][N:13]([CH2:24][CH2:25][CH2:26][CH2:27][CH2:28][CH2:29][O:30][C:31]3[CH:36]=[CH:35][C:34]([C:37](=[O:39])[CH3:38])=[CH:33][C:32]=3[O:40][CH3:41])[CH2:14][CH2:15]2)=[CH:4][CH:3]=1 |f:2.3.4,5.6|. Procedure details: Following the procedure of Example 1 and utilizing potassium iodide catalyst, a mixture of [α,α-bis(p-fluorophenyl)]-4-piperidinemethanol and 1-[4-(6-chlorohexoxy)-3-methoxyphenyl]ethanone and sodium carbonate in butanol, the title compound is prepared. Reactants: C(C1=CC=CC=C1)N1C2=C(C3=CC=CC=C13)CCNC2 (9-benzyl-1,2,3,4-tetrahydro-9H-pyrido[3,4-b]indole), CC=1C=C(C=CC1)N=C=O (3-methylphenylisocyanate). Solvent: O1CCOCC1 (dioxan). The product is C(C1=CC=CC=C1)N1C2=C(C3=CC=CC=C13)CCN(C2)C(NC2=CC(=CC=C2)C)=O (9-benzyl-2-(3-methylphenyl)carbamyl-1,2,3,4-tetrahydro-9H-pyrido[3,4-b]-indole). RXN SMILES: [CH2:1]([N:8]1[C:16]2[C:11](=[CH:12][CH:13]=[CH:14][CH:15]=2)[C:10]2[CH2:17][CH2:18][NH:19][CH2:20][C:9]1=2)[C:2]1[CH:7]=[CH:6][CH:5]=[CH:4][CH:3]=1.[CH3:21][C:22]1[CH:23]=[C:24]([N:28]=[C:29]=[O:30])[CH:25]=[CH:26][CH:27]=1>O1CCOCC1>[CH2:1]([N:8]1[C:16]2[C:11](=[CH:12][CH:13]=[CH:14][CH:15]=2)[C:10]2[CH2:17][CH2:18][N:19]([C:29](=[O:30])[NH:28][C:24]3[CH:25]=[CH:26][CH:27]=[C:22]([CH3:21])[CH:23]=3)[CH2:20][C:9]1=2)[C:2]1[CH:7]=[CH:6][CH:5]=[CH:4][CH:3]=1. Reported procedure: A solution of 9-benzyl-1,2,3,4-tetrahydro-9H-pyrido[3,4-b]indole(2.66 g, 10.1 mmol) and 3-methylphenylisocyanate (1.42 ml, 11.0 mmol) was stirred in dioxan (40 ml) at room temperature for 4 hours. Evaporation of the solvent and chromatography on silica gel with ethyl acetate-hexane (2:3) as eluant gave the product. (3.04 g, 76%). The reactants are FC1=CC=C(C=C1)C(=CN1C2=C(C=3C=C(C=CC13)NC)CN(CC2)C)C (5-(2-(4-Fluorophenyl)prop-1-enyl)-2,3,4,5-tetrahydro-N,2-dimethyl-1H-pyrido[4,3-b]indol-8-amine), C(C)(=O)OC(C)=O (Acetic anhydride), [OH-].[Na+] (NaOH). Conditions: time 30 minute. Product: FC1=CC=C(C=C1)/C(=C/N1C2=C(C=3C=C(C=CC13)N(C(C)=O)C)CN(CC2)C)/C ((E)-N-(5-(2-(4-fluorophenyl)prop-1-enyl)-2-methyl-2,3,4,5-tetrahydro-1H-pyrido[4,3-b]indol-8-yl)-N-methylacetamide). As a reaction SMILES: [F:1][C:2]1[CH:7]=[CH:6][C:5]([C:8]([CH3:26])=[CH:9][N:10]2[C:18]3[CH:17]=[CH:16][C:15]([NH:19][CH3:20])=[CH:14][C:13]=3[C:12]3[CH2:21][N:22]([CH3:25])[CH2:23][CH2:24][C:11]2=3)=[CH:4][CH:3]=1.C(O[C:31](=[O:33])[CH3:32])(=O)C.[OH-].[Na+]>>[F:1][C:2]1[CH:3]=[CH:4][C:5](/[C:8](/[CH3:26])=[CH:9]/[N:10]2[C:18]3[CH:17]=[CH:16][C:15]([N:19]([CH3:20])[C:31](=[O:33])[CH3:32])=[CH:14][C:13]=3[C:12]3[CH2:21][N:22]([CH3:25])[CH2:23][CH2:24][C:11]2=3)=[CH:6][CH:7]=1 |f:2.3|. Reported procedure: 5-(2-(4-Fluorophenyl)prop-1-enyl)-2,3,4,5-tetrahydro-N,2-dimethyl-1H-pyrido[4,3-b]indol-8-amine (30 mg) was charged in a round bottom flask. Acetic anhydride (0.5 mL) was added and the contents stirred at RT for 30 min. The reaction mixture was then basified with 1N NaOH and extracted with EtOAc (2×25 mL). The organic layer was concentrated under vacuum and purified through reverse phase column chromatography to yield 19.38 mg of the desired compound. 1H NMR (CD3OD, TFA salt) δ (ppm): 7.70 (m, 2... Product: N#CCc1cn2cccc(OCc3ccccc3)c2n1. Starting materials: ClCc1cn2cccc(OCc3ccccc3)c2n1, CN(C)C=O, N#C[Na]. As a reaction SMILES: [CH2:1]([c:2]1[cH:3][cH:4][cH:5][cH:6][cH:7]1)[O:8][c:9]1[c:10]2[n:11]([cH:12][cH:13][cH:14]1)[cH:15][c:16]([CH2:18][Cl:19])[n:17]2.[CH3:23][N:24]([CH3:25])[CH:26]=[O:27].[Na:20][C:21]#[N:22]>>[CH2:1]([c:2]1[cH:3][cH:4][cH:5][cH:6][cH:7]1)[O:8][c:9]1[c:10]2[n:11]([cH:12][cH:13][cH:14]1)[cH:15][c:16]([CH2:18][C:21]#[N:22])[n:17]2.